The task is: describe an organic reaction: reactants, conditions, products, and yield. This data is from the Open Reaction Database (ORD), a public repository of structured organic reaction records. The reactants are C1(=CC=CC=C1)C=1C=NNC1 (4-phenyl-1H-pyrazole), IC1=CC(=CC=C1)OC (1-iodo-3-methoxybenzene), C(=O)([O-])[O-].[K+].[K+] (K2CO3), [C@@H]1([C@@H](CCCC1)N)N (trans-1,2-cyclohexanediamine). Reagents/catalysts: [Cu]I (CuI). The solvent is O1CCOCC1 (dioxane). Reaction conditions: temperature 110 celsius, time 3 day. Yields the product COC=1C=C(C=CC1)N1N=CC(=C1)C1=CC=CC=C1 (1-(3-methoxyphenyl)-4-phenyl-1H-pyrazole). Reaction SMILES: [C:1]1([C:7]2[CH:8]=[N:9][NH:10][CH:11]=2)[CH:6]=[CH:5][CH:4]=[CH:3][CH:2]=1.I[C:13]1[CH:18]=[CH:17][CH:16]=[C:15]([O:19][CH3:20])[CH:14]=1.C([O-])([O-])=O.[K+].[K+].[C@@H]1(N)CCCC[C@H]1N>O1CCOCC1.[Cu]I>[CH3:20][O:19][C:15]1[CH:14]=[C:13]([N:9]2[CH:8]=[C:7]([C:1]3[CH:2]=[CH:3][CH:4]=[CH:5][CH:6]=3)[CH:11]=[N:10]2)[CH:18]=[CH:17][CH:16]=1 |f:2.3.4|. Reported procedure: A mixture of 4-phenyl-1H-pyrazole (775 mg, 5.38 mmol, 1.0 eq), 1-iodo-3-methoxybenzene (1510 mg, 768 μL, 6.45 mmol, 1.2 eq), CuI (21 mg, 0.11 mmol, 0.02 eq), K2CO3 (1561 mg, 11.30 mmol, 2.1 eq) and trans-1,2-cyclohexanediamine (123 mg, 1.08 mmol, 0.20 eq) in dioxane (12 mL) was stirred at a temperature of 110° C. for three days, then cooled to ambient temperature. The solvent was removed under reduced pressure and the residue was purified through column chromatography on silica gel using hexane ... Starting materials: mercuric oxide, FC1=C(COC=2C(=NC=CC2)NC(=S)NC2=CC=C(C=C2)Cl)C=CC(=C1)OC (N-[3-(2-fluoro-4-methoxybenzyloxy)pyrid-2-yl]-N'-(4-chlorophenyl)thiourea), N (ammonia). Conditions: time 2 day. Yields the product FC1=C(COC=2C(=NC=CC2)NC(=N)NC2=CC=C(C=C2)Cl)C=CC(=C1)OC (N-(3-(2-Fluoro-4-methoxybenzyloxy)pyrid-2-yl)-N'-(4-chlorophenyl)guanidine). Reaction SMILES: [F:1][C:2]1[CH:26]=[C:25]([O:27][CH3:28])[CH:24]=[CH:23][C:3]=1[CH2:4][O:5][C:6]1[C:7]([NH:12][C:13]([NH:15][C:16]2[CH:21]=[CH:20][C:19]([Cl:22])=[CH:18][CH:17]=2)=S)=[N:8][CH:9]=[CH:10][CH:11]=1.[NH3:29]>>[F:1][C:2]1[CH:26]=[C:25]([O:27][CH3:28])[CH:24]=[CH:23][C:3]=1[CH2:4][O:5][C:6]1[C:7]([NH:12][C:13]([NH:15][C:16]2[CH:21]=[CH:20][C:19]([Cl:22])=[CH:18][CH:17]=2)=[NH:29])=[N:8][CH:9]=[CH:10][CH:11]=1. Procedure details: A mixture of yellow mercuric oxide (0.54 g, 0.0025 mol), N-[3-(2-fluoro-4-methoxybenzyloxy)pyrid-2-yl]-N'-(4-chlorophenyl)thiourea (0.8 g, 0.0021 mol) and methanolic ammonia solution (40 ml) was stirred for 2 days at room temperature. The solvent was removed in vacuo and the black residue was boiled with chloroform and filtered hot. Evaporation of the solvent followed by trituration with ether and recrystallisation from acetonitrile gave the desired product. Yield 0.37 g, (45%), m.p. 158°-161 ° ...